From a dataset of the Open Reaction Database (ORD), a public repository of structured organic reaction records. describe an organic reaction: reactants, conditions, products, and yield Starting materials: COC(=O)CCn1c(C)c(Cn2ccnc2)c2cc(CCNC(=O)OCc3ccccc3)ccc21, C1CCOC1. Yields the product COC(=O)CCn1c(C)c(Cn2ccnc2)c2cc(CCN)ccc21. Reaction SMILES: [CH2:1]([O:2][C:3](=[O:4])[NH:11][CH2:12][CH2:13][c:14]1[cH:15][c:16]2[c:17]([CH2:30][n:31]3[cH:32][n:33][cH:34][cH:35]3)[c:18]([CH3:29])[n:19]([CH2:23][CH2:24][C:25](=[O:26])[O:27][CH3:28])[c:20]2[cH:21][cH:22]1)[c:5]1[cH:6][cH:7][cH:8][cH:9][cH:10]1.[O:36]1[CH2:37][CH2:38][CH2:39][CH2:40]1>>[NH2:11][CH2:12][CH2:13][c:14]1[cH:15][c:16]2[c:17]([CH2:30][n:31]3[cH:32][n:33][cH:34][cH:35]3)[c:18]([CH3:29])[n:19]([CH2:23][CH2:24][C:25](=[O:26])[O:27][CH3:28])[c:20]2[cH:21][cH:22]1. Reactants: ClC=1N=C(C=2C(N1)=NN(C2)C2CCCC2)C2C(NC1=CC=C(C=C21)C(F)(F)F)=O (3-(6-Chloro-2-cyclopentyl-2H-pyrazolo [3,4-d]pyrimidin-4-yl)-5-trifluoromethyl-1,3-dihydro-indol-2-one), C(=O)(OC(C)(C)C)NCCN (N-BOC-ethylenediamine). The solvent is C(C)O (ethanol). Product: Cl.NCCNC=1N=C(C=2C(N1)=NN(C2)C2CCCC2)C2C(NC1=CC=C(C=C21)C(F)(F)F)=O (3-[6-(2-Amino-ethylamino)-2-cyclopentyl-2H-pyrazolo[3,4-d]pyrimidin-4-yl]-5-trifluoromethyl-1,3-dihydroindol-2-one hydrochloride salt). Yield: 77.5%. As a reaction SMILES: [Cl:1][C:2]1[N:3]=[C:4]([CH:16]2[C:24]3[C:19](=[CH:20][CH:21]=[C:22]([C:25]([F:28])([F:27])[F:26])[CH:23]=3)[NH:18][C:17]2=[O:29])[C:5]2[C:6](=[N:8][N:9]([CH:11]3[CH2:15][CH2:14][CH2:13][CH2:12]3)[CH:10]=2)[N:7]=1.C([NH:37][CH2:38][CH2:39][NH2:40])(OC(C)(C)C)=O>C(O)C>[ClH:1].[NH2:37][CH2:38][CH2:39][NH:40][C:2]1[N:3]=[C:4]([CH:16]2[C:24]3[C:19](=[CH:20][CH:21]=[C:22]([C:25]([F:27])([F:26])[F:28])[CH:23]=3)[NH:18][C:17]2=[O:29])[C:5]2[C:6](=[N:8][N:9]([CH:11]3[CH2:15][CH2:14][CH2:13][CH2:12]3)[CH:10]=2)[N:7]=1 |f:3.4|. Procedure details: A mixture of Example 153 (63 mg, 0.15 mmol), N-BOC-ethylenediamine (0.24 gm, 1.5 mmol), and ethanol (1 mL) were heated in a microwave at 130° C. for 10 minutes. The reaction was cooled to room temperature and a precipitate formed. The solid was filtered, washed with ethanol and ethyl ether to give 56 mg (68%) of the intermediate. Next, the material was stirred in 4N HCl in 1,4-dioxane (2 mL). After 1 hour the reaction was concentrated. The solid was treated with ether and filtered to give 35 mg ... Reactants: CNCC=1C=C(C=CC1)C1=CC=C(C=C1)C=C1C(NC(S1)=O)=O (5-(3′-methylaminomethylbiphenyl-4-ylmethylene)thiazolidine-2,4-dione), C1(=CC=CC=C1)N=C=O (phenyl isocyanate). Yields the product O=C1SC(C(N1)=O)=CC1=CC=C(C=C1)C1=CC(=CC=C1)CN(C(=O)NC1=CC=CC=C1)C (1-[4′-(2,4-Dioxothiazolidin-5-ylidene-methyl)biphenyl-3-ylmethyl]-1-methyl-3-phenylurea). The yield is 112.7%. Reaction SMILES: [CH3:1][NH:2][CH2:3][C:4]1[CH:5]=[C:6]([C:10]2[CH:15]=[CH:14][C:13]([CH:16]=[C:17]3[S:21][C:20](=[O:22])[NH:19][C:18]3=[O:23])=[CH:12][CH:11]=2)[CH:7]=[CH:8][CH:9]=1.[C:24]1([N:30]=[C:31]=[O:32])[CH:29]=[CH:28][CH:27]=[CH:26][CH:25]=1>>[O:22]=[C:20]1[NH:19][C:18](=[O:23])[C:17](=[CH:16][C:13]2[CH:12]=[CH:11][C:10]([C:6]3[CH:7]=[CH:8][CH:9]=[C:4]([CH2:3][N:2]([CH3:1])[C:31]([NH:30][C:24]4[CH:29]=[CH:28][CH:27]=[CH:26][CH:25]=4)=[O:32])[CH:5]=3)=[CH:15][CH:14]=2)[S:21]1. Reported procedure: In a manner similar to that of Example 9(a) by reacting 300 mg (0.9 mmol) of 5-(3′-methylaminomethylbiphenyl-4-ylmethylene)thiazolidine-2,4-dione with 190 μl (1.8 mmol) of phenyl isocyanate, 450 mg (98%) of the expected product are obtained. Reactants: C(C(=O)O)(=O)O.N1=C(C=CC=C1)N(C(=O)C1=CC2=C(N(C(=N2)CNC2=CC=C(C=C2)C(N)=N)C)C=C1)CCC(=O)OCC (1-methyl-2[N-[4-amidinophenyl]aminomethyl]benzimidazol-5-yl-carboxylicacid-N-(2-pyridyl)-N-(2-ethoxycarbonylethyl)amide oxalate), ClC(=O)OCCCCCC (n-hexyl chloroformate), C([O-])([O-])=O.[K+].[K+] (Potassium carbonate). Solvent: C(C)#N (acetonitrile), O (water). Reaction conditions: temperature 15 celsius. Product: CCCCCCOC(=O)/N=C(/C=1C=CC(=CC1)NCC2=NC=3C=C(C=CC3N2C)C(=O)N(CCC(=O)OCC)C=4C=CC=CN4)\N (Dabigatran Etexilate). As a reaction SMILES: C(O)(=O)C(O)=O.[N:7]1[CH:12]=[CH:11][CH:10]=[CH:9][C:8]=1[N:13]([CH2:37][CH2:38][C:39]([O:41][CH2:42][CH3:43])=[O:40])[C:14]([C:16]1[CH:36]=[CH:35][C:19]2[N:20]([CH3:34])[C:21]([CH2:23][NH:24][C:25]3[CH:30]=[CH:29][C:28]([C:31](=[NH:33])[NH2:32])=[CH:27][CH:26]=3)=[N:22][C:18]=2[CH:17]=1)=[O:15].C(=O)([O-])[O-].[K+].[K+].Cl[C:51]([O:53][CH2:54][CH2:55][CH2:56][CH2:57][CH2:58][CH3:59])=[O:52]>C(#N)C.O>[CH3:59][CH2:58][CH2:57][CH2:56][CH2:55][CH2:54][O:53][C:51](/[N:33]=[C:31](\[NH2:32])/[C:28]1[CH:27]=[CH:26][C:25]([NH:24][CH2:23][C:21]2[N:20]([CH3:34])[C:19]3[CH:35]=[CH:36][C:16]([C:14]([N:13]([C:8]4[CH:9]=[CH:10][CH:11]=[CH:12][N:7]=4)[CH2:37][CH2:38][C:39]([O:41][CH2:42][CH3:43])=[O:40])=[O:15])=[CH:17][C:18]=3[N:22]=2)=[CH:30][CH:29]=1)=[O:52] |f:0.1,2.3.4|. Procedure details: A solution of 1-methyl-2[N-[4-amidinophenyl]aminomethyl]benzimidazol-5-yl-carboxylicacid-N-(2-pyridyl)-N-(2-ethoxycarbonylethyl)amide oxalate compound of formula-6a (100 g) in a mixture of acetonitrile (1200 ml) and water (800 ml) was cooled to 12-18° C. Potassium carbonate (66.24 g) was added to the above reaction mixture and stirred for 15 minutes at 12-18° C. n-hexyl chloroformate (28.95 g) was added to the reaction mixture and stirred for 4½ hours at 12-18° C. After completion of the reactio... The reactants are CCOC(=O)c1c[nH]c(C#N)c1-c1ccccc1[N+](=O)[O-], [H-], NOP(=O)(c1ccccc1)c1ccccc1, [Na+], CN(C)C=O. Product: CCOC(=O)c1cn(N)c(C#N)c1-c1ccccc1[N+](=O)[O-]. RXN SMILES: [C:1](#[N:2])[c:3]1[c:4](-[c:13]2[c:14]([N+:19](=[O:20])[O-:21])[cH:15][cH:16][cH:17][cH:18]2)[c:5]([C:8](=[O:9])[O:10][CH2:11][CH3:12])[cH:6][nH:7]1.[H-:23].[NH2:24][O:25][P:26](=[O:27])([c:28]1[cH:29][cH:30][cH:31][cH:32][cH:33]1)[c:34]1[cH:35][cH:36][cH:37][cH:38][cH:39]1.[Na+:22].[O:40]=[CH:41][N:42]([CH3:43])[CH3:44]>>[C:1](#[N:2])[c:3]1[c:4](-[c:13]2[c:14]([N+:19](=[O:20])[O-:21])[cH:15][cH:16][cH:17][cH:18]2)[c:5]([C:8](=[O:9])[O:10][CH2:11][CH3:12])[cH:6][n:7]1[NH2:24].